This data is from the Open Reaction Database (ORD), a public repository of structured organic reaction records. The task is: describe an organic reaction: reactants, conditions, products, and yield Product: O(C1=CC=CC=C1)CC(CNCCNC1=NC=C(C2=CC=CC=C12)OC)O (1-Phenoxy-3-[2-(4-methoxyisoquinolin-1-ylamino)-ethylamino]-propan-2-ol). Procedure details: 5.2 g. Phenyl glycidyl ether and 15 g. 4-methoxy-1-(2-aminoethylamino)-isoquinoline are dissolved in dimethylformamide and left to stand for 72 hours at ambient temperature. The reaction mixture is then poured into water, extracted with methylene chloride, dried and purified chromatographically on a silica gel column using, as elution agent, methylene chloride-methanol-triethylamine (8:1:0.05 v/v/v). By evaporation of the pure fractions, there are obtained 5.5 g. (44% of theory) of an oil. By th... Conditions: time 72 hour. Solvent: CN(C=O)C (dimethylformamide). Starting materials: C(C1CO1)OC1=CC=CC=C1 (Phenyl glycidyl ether), COC1=CN=C(C2=CC=CC=C12)NCCN (4-methoxy-1-(2-aminoethylamino)-isoquinoline), O (water). Reaction SMILES: [CH2:1]([O:5][C:6]1[CH:11]=[CH:10][CH:9]=[CH:8][CH:7]=1)[CH:2]1[O:4][CH2:3]1.[CH3:12][O:13][C:14]1[C:23]2[C:18](=[CH:19][CH:20]=[CH:21][CH:22]=2)[C:17]([NH:24][CH2:25][CH2:26][NH2:27])=[N:16][CH:15]=1.O>CN(C)C=O>[O:5]([CH2:1][CH:2]([OH:4])[CH2:3][NH:27][CH2:26][CH2:25][NH:24][C:17]1[C:18]2[C:23](=[CH:22][CH:21]=[CH:20][CH:19]=2)[C:14]([O:13][CH3:12])=[CH:15][N:16]=1)[C:6]1[CH:11]=[CH:10][CH:9]=[CH:8][CH:7]=1. Yields the product COC(=O)c1sc(I)cc1N(C(=O)C1CCC(C)CC1)C1CCC(O)CC1. As a reaction SMILES: [CH2:38]([SiH:39]([CH2:40][CH3:41])[CH2:42][CH3:43])[CH3:44].[CH3:1][O:2][C:3](=[O:4])[c:5]1[s:6][c:7]([I:27])[cH:8][c:9]1[N:10]([CH:11]1[CH2:12][CH2:13][C:14](=[O:17])[CH2:15][CH2:16]1)[C:18](=[O:19])[CH:20]1[CH2:21][CH2:22][CH:23]([CH3:26])[CH2:24][CH2:25]1.[CH3:28][Si:29]([CH3:30])([CH3:31])[O:32][CH:33]1[CH2:34][CH2:35][O:36][CH2:37]1.[CH3:54][OH:55].[N+:50]([CH3:51])([O-:52])=[O:53].[Na+:49].[O-:45][C:46]([OH:47])=[O:48]>>[CH3:1][O:2][C:3](=[O:4])[c:5]1[s:6][c:7]([I:27])[cH:8][c:9]1[N:10]([CH:11]1[CH2:12][CH2:13][CH:14]([OH:17])[CH2:15][CH2:16]1)[C:18](=[O:19])[CH:20]1[CH2:21][CH2:22][CH:23]([CH3:26])[CH2:24][CH2:25]1. Reactants: CC[SiH](CC)CC, COC(=O)c1sc(I)cc1N(C(=O)C1CCC(C)CC1)C1CCC(=O)CC1, C[Si](C)(C)OC1CCOC1, CO, C[N+](=O)[O-], [Na+], O=C([O-])O. Starting materials: CN=C=O, CO, Nc1ccc(-n2nc3c4ccccc4[nH]cc-3c2=O)cc1. Yields the product CNC(=O)Nc1ccc(-n2nc3c4ccccc4[nH]cc-3c2=O)cc1. As a reaction SMILES: [CH3:22][N:23]=[C:24]=[O:25].[CH3:26][OH:27].[NH2:1][c:2]1[cH:3][cH:4][c:5](-[n:8]2[n:9][c:10]3[c:19]4[c:14]([nH:13][cH:12][c:11]-3[c:20]2=[O:21])[cH:15][cH:16][cH:17][cH:18]4)[cH:6][cH:7]1>>[NH:1]([c:2]1[cH:3][cH:4][c:5](-[n:8]2[n:9][c:10]3[c:19]4[c:14]([nH:13][cH:12][c:11]-3[c:20]2=[O:21])[cH:15][cH:16][cH:17][cH:18]4)[cH:6][cH:7]1)[C:24]([NH:23][CH3:22])=[O:25]. The reactants are CC(C)(C)OC(=O)N1CCCC(c2ccc(Br)cc2)C1, CC(C)(C)P(c1ccccc1-c1ccccc1)C(C)(C)C, CC(=O)[O-], CC(=O)[O-], CC(C)(C)[O-], CN1CCNCC1, Cc1ccccc1, [Na+], [Pd+2]. The product is CN1CCN(c2ccc(C3CCCN(C(=O)OC(C)(C)C)C3)cc2)CC1. Reaction SMILES: [C:1]([CH3:2])([CH3:3])([CH3:4])[O:5][C:6](=[O:7])[N:8]1[CH2:9][CH:10]([c:14]2[cH:15][cH:16][c:17]([Br:20])[cH:18][cH:19]2)[CH2:11][CH2:12][CH2:13]1.[C:21]([P:22]([C:23]([CH3:24])([CH3:25])[CH3:26])[c:27]1[cH:28][cH:29][cH:30][cH:31][c:32]1-[c:33]1[cH:34][cH:35][cH:36][cH:37][cH:38]1)([CH3:39])([CH3:40])[CH3:41].[C:62]([O-:63])(=[O:64])[CH3:65].[C:67]([O-:68])(=[O:69])[CH3:70].[CH3:42][C:43]([CH3:44])([O-:45])[CH3:46].[CH3:48][N:49]1[CH2:50][CH2:51][NH:52][CH2:53][CH2:54]1.[CH3:55][c:56]1[cH:57][cH:58][cH:59][cH:60][cH:61]1.[Na+:47].[Pd+2:66]>>[C:1]([CH3:2])([CH3:3])([CH3:4])[O:5][C:6](=[O:7])[N:8]1[CH2:9][CH:10]([c:14]2[cH:15][cH:16][c:17]([N:52]3[CH2:51][CH2:50][N:49]([CH3:48])[CH2:54][CH2:53]3)[cH:18][cH:19]2)[CH2:11][CH2:12][CH2:13]1.